This data is from the Open Reaction Database (ORD), a public repository of structured organic reaction records. The task is: describe an organic reaction: reactants, conditions, products, and yield Starting materials: NC1=C(CN)C=CC=C1 (2-aminobenzylamine), ClC=1NC2=C(N1)C=CC(=C2)OC (2-chloro-5-methoxybenzoimidazole). Run in C(Cl)Cl (CH2Cl2). Run at temperature 120 celsius. The product is N1=C(NC2=C1C=CC=C2)N (benzimidazole amine). As a reaction SMILES: [NH2:1][C:2]1[CH:9]=[CH:8][CH:7]=[CH:6][C:3]=1CN.Cl[C:11]1[NH:12]C2C=C(OC)C=CC=2[N:15]=1>C(Cl)Cl>[N:1]1[C:2]2[CH:9]=[CH:8][CH:7]=[CH:6][C:3]=2[NH:12][C:11]=1[NH2:15]. Procedure details: A mixture of 2-aminobenzylamine (500 mg, 4.1 mmol) and 2-chloro-5-methoxybenzoimidazole (210 mg, 1.2 mmol) was heated at 120° C. for 18 h. The resulting oily residue was dissolved in CH2Cl2 (30 mL) and washed with H2O (30 mL). The organic layer was separated, dried over Na2SO4, and concentrated to provide crude benzimidazole amine as a solid which was treated with CDI (1.0 g, 6.0 mmol) in anhydrous DMF (15 mL). After stirring at RT for 18 h, the reaction mixture was concentrated. The residue was... Starting materials: C[Mg+].[Br-] (MeMgBr), C(C)(=O)C1=CC(=C(C=C1)C=1C=C(C(=CC1)Cl)C1=C(C=C(C=C1)C(F)(F)F)CN1C(O[C@@H]([C@@H]1C)C1=CC(=CC(=C1)C(F)(F)F)C(F)(F)F)=O)C ((4S,5R)-3-{[4″-acetyl-6′-chloro-2″-methyl-4-(trifluoromethyl)-1,1′:3′,1″-terphenyl-2-yl]methyl}-5-[3,5-bis(trifluoromethyl)phenyl]-4-methyl-1,3-oxazolidin-2-one), [Cl-].[NH4+] (ammonium chloride). Run in C1CCOC1 (THF). Conditions: temperature -78 celsius, time 2 hour. The product is FC(C=1C=C(C=C(C1)C(F)(F)F)[C@@H]1[C@@H](N(C(O1)=O)CC1=C(C=CC(=C1)C(F)(F)F)C1=CC(=CC=C1Cl)C1=C(C=C(C=C1)C(C)(C)O)C)C)(F)F ((4S,5R)-5-[3,5-bis(trifluoromethyl)phenyl]-3-{[6′-chloro-4″-(1-hydroxy-1-methylethyl)-2″-methyl-4-(trifluoromethyl)-1,1′:3′,1″-terphenyl-2-yl]methyl}-4-methyl-1,3-oxazolidin-2-one). As a reaction SMILES: [CH3:1][Mg+].[Br-].[C:4]([C:7]1[CH:12]=[CH:11][C:10]([C:13]2[CH:14]=[C:15]([C:20]3[CH:25]=[CH:24][C:23]([C:26]([F:29])([F:28])[F:27])=[CH:22][C:21]=3[CH2:30][N:31]3[C@@H:35]([CH3:36])[C@@H:34]([C:37]4[CH:42]=[C:41]([C:43]([F:46])([F:45])[F:44])[CH:40]=[C:39]([C:47]([F:50])([F:49])[F:48])[CH:38]=4)[O:33][C:32]3=[O:51])[C:16]([Cl:19])=[CH:17][CH:18]=2)=[C:9]([CH3:52])[CH:8]=1)(=[O:6])[CH3:5].[Cl-].[NH4+]>C1COCC1>[F:44][C:43]([F:46])([F:45])[C:41]1[CH:42]=[C:37]([C@H:34]2[O:33][C:32](=[O:51])[N:31]([CH2:30][C:21]3[CH:22]=[C:23]([C:26]([F:27])([F:28])[F:29])[CH:24]=[CH:25][C:20]=3[C:15]3[C:16]([Cl:19])=[CH:17][CH:18]=[C:13]([C:10]4[CH:11]=[CH:12][C:7]([C:4]([OH:6])([CH3:1])[CH3:5])=[CH:8][C:9]=4[CH3:52])[CH:14]=3)[C@H:35]2[CH3:36])[CH:38]=[C:39]([C:47]([F:49])([F:50])[F:48])[CH:40]=1 |f:0.1,3.4|. Procedure: MeMgBr (0.168 ml, 0.168 mmol, 1 M solution) was added to a solution of ketone from Example 52 (80 mg, 0.112 mmol) in THF (3 ml) at −78° C. The solution was stirred at −78° C. for 2 h. Saturated ammonium chloride solution was added. The mixture was extracted with EtOAc (3×10 ml). The combined EtOAc layers were washed with brine, and dried over sodium sulfate. The residue was purified by flash column on silica gel, eluting with EtOAc/hexane (30:70) to give the title compound as a colorless solid. ... Reactants: CO, Cl, COC(=O)c1cc(F)cnc1Oc1ccc(F)cc1, [Na+], [OH-], O. Product: O=C(O)c1cc(F)cnc1Oc1ccc(F)cc1. RXN SMILES: [CH3:23][OH:24].[ClH:22].[F:1][c:2]1[cH:3][n:4][c:5]([O:12][c:13]2[cH:14][cH:15][c:16]([F:19])[cH:17][cH:18]2)[c:6]([C:7](=[O:8])[O:9][CH3:10])[cH:11]1.[Na+:21].[OH-:20].[OH2:25]>>[F:1][c:2]1[cH:3][n:4][c:5]([O:12][c:13]2[cH:14][cH:15][c:16]([F:19])[cH:17][cH:18]2)[c:6]([C:7](=[O:8])[OH:9])[cH:11]1. Reactants: C(C)(C)(C)OC(NC1=C(C=C(C(=C1)N(C)C)F)NC(CC(C1=CC(=CC=C1)N1N=NC=C1COC1OCCCC1)=O)=O)=O ((RS)-[5-Dimethylamino-4-fluoro-2-(3-oxo-3-{3-[5-(tetrahydro-pyran-2-yloxymethyl)-[1,2,3]triazol-1-yl]-phenyl}-propionylamino)-phenyl]-carbamic acid tert.-butyl ester), C(=O)(C(F)(F)F)O (TFA). The solvent is C(Cl)Cl (CH2Cl2). The product is CN(C1=CC2=C(NC(CC(=N2)C2=CC(=CC=C2)N2N=NC=C2CO)=O)C=C1F)C (7-Dimethylamino-8-fluoro-4-[3-(5-hydroxymethyl-[1,2,3]triazol-1-yl)-phenyl]-1,3-dihydro-benzo[b][1,4]diazepin-2-one), solid. As a reaction SMILES: C(OC(=O)[NH:7][C:8]1[CH:13]=[C:12]([N:14]([CH3:16])[CH3:15])[C:11]([F:17])=[CH:10][C:9]=1[NH:18][C:19](=[O:42])[CH2:20][C:21](=O)[C:22]1[CH:27]=[CH:26][CH:25]=[C:24]([N:28]2[C:32]([CH2:33][O:34]C3CCCCO3)=[CH:31][N:30]=[N:29]2)[CH:23]=1)(C)(C)C.C(O)(C(F)(F)F)=O>C(Cl)Cl>[CH3:15][N:14]([CH3:16])[C:12]1[C:11]([F:17])=[CH:10][C:9]2[NH:18][C:19](=[O:42])[CH2:20][C:21]([C:22]3[CH:27]=[CH:26][CH:25]=[C:24]([N:28]4[C:32]([CH2:33][OH:34])=[CH:31][N:30]=[N:29]4)[CH:23]=3)=[N:7][C:8]=2[CH:13]=1. Procedure: The title compound was prepared from (RS)-[5-dimethylamino-4-fluoro-2-(3-oxo-3-{3-[5-(tetrahydro-pyran-2-yloxymethyl)-[1,2,3]triazol-1-yl]-phenyl}-propionyl-amino)-phenyl]-carbamic acid tert.-butyl ester (Example M38) (375 mg, 0.63 mmol) by treatment with TFA in CH2Cl2 according to the general procedure N. Obtained as a yellow solid (115 mg). Reactants: ClC=1C=C2C(=C(N(C2=CC1)C)CC(=O)O)C1=C(C=CC=C1)OC (5-Chloro-3-(2-methoxyphenyl)-1-methylindole-2-acetic acid), C(C)OC1=C(N)C(=CC=C1)OCC (2,6-diethoxyaniline). The product is ClC=1C=C2C(=C(N(C2=CC1)C)CC(=O)NC1=C(C=CC=C1OCC)OCC)C1=C(C=CC=C1)OC (5-Chloro-N-(2,6-diethoxyphenyl)-3-(2-methoxyphenyl)-1-methyl-2-indoleacetamide). As a reaction SMILES: [Cl:1][C:2]1[CH:3]=[C:4]2[C:8](=[CH:9][CH:10]=1)[N:7]([CH3:11])[C:6]([CH2:12][C:13]([OH:15])=O)=[C:5]2[C:16]1[CH:21]=[CH:20][CH:19]=[CH:18][C:17]=1[O:22][CH3:23].[CH2:24]([O:26][C:27]1[CH:33]=[CH:32][CH:31]=[C:30]([O:34][CH2:35][CH3:36])[C:28]=1[NH2:29])[CH3:25]>>[Cl:1][C:2]1[CH:3]=[C:4]2[C:8](=[CH:9][CH:10]=1)[N:7]([CH3:11])[C:6]([CH2:12][C:13]([NH:29][C:28]1[C:30]([O:34][CH2:35][CH3:36])=[CH:31][CH:32]=[CH:33][C:27]=1[O:26][CH2:24][CH3:25])=[O:15])=[C:5]2[C:16]1[CH:21]=[CH:20][CH:19]=[CH:18][C:17]=1[O:22][CH3:23]. Procedure: 5-Chloro-3-(2-methoxyphenyl)-1-methylindole-2-acetic acid was reacted with 2,6-diethoxyaniline by a method similar to Example 6 to give the title compound as colorless crystals. Reactants: COc1ccc2c(OCc3nnc4ccc(-c5ccc(N6CCN(C(=O)OC(C)(C)C)CC6)nc5)nn34)ccnc2c1, CO, CC#N, ClCCl, ClCCl, O=C(O)C(F)(F)F. Yields the product COc1ccc2c(OCc3nnc4ccc(-c5ccc(N6CCNCC6)nc5)nn34)ccnc2c1. As a reaction SMILES: [CH3:1][O:2][c:3]1[cH:4][cH:5][c:6]2[c:7]([O:13][CH2:14][c:15]3[n:16][n:17][c:18]4[n:19]3[n:20][c:21](-[c:24]3[cH:25][cH:26][c:27]([N:30]5[CH2:31][CH2:32][N:33]([C:36]([O:37][C:38]([CH3:39])([CH3:40])[CH3:41])=[O:42])[CH2:34][CH2:35]5)[n:28][cH:29]3)[cH:22][cH:23]4)[cH:8][cH:9][n:10][c:11]2[cH:12]1.[CH3:56][OH:57].[CH3:58][C:59]#[N:60].[Cl:50][CH2:51][Cl:52].[Cl:53][CH2:54][Cl:55].[F:43][C:44]([F:45])([F:46])[C:47]([OH:48])=[O:49]>>[CH3:1][O:2][c:3]1[cH:4][cH:5][c:6]2[c:7]([O:13][CH2:14][c:15]3[n:16][n:17][c:18]4[n:19]3[n:20][c:21](-[c:24]3[cH:25][cH:26][c:27]([N:30]5[CH2:31][CH2:32][NH:33][CH2:34][CH2:35]5)[n:28][cH:29]3)[cH:22][cH:23]4)[cH:8][cH:9][n:10][c:11]2[cH:12]1. The reactants are ClC=1C(=NC=C(C(=O)NC2=CC=C(C=C2)OC(F)(F)F)C1)Cl (5,6-dichloro-N-(4-(trifluoromethoxy)phenyl)nicotinamide), C(=O)([O-])[O-].[K+].[K+] (K2CO3). The reagents and catalysts are C=1C=CC(=CC1)[P](C=2C=CC=CC2)(C=3C=CC=CC3)[Pd]([P](C=4C=CC=CC4)(C=5C=CC=CC5)C=6C=CC=CC6)([P](C=7C=CC=CC7)(C=8C=CC=CC8)C=9C=CC=CC9)[P](C=1C=CC=CC1)(C=1C=CC=CC1)C=1C=CC=CC1 (Pd(PPh3)4). Solvent: O1CCOCC1 (dioxane). Reaction conditions: temperature 110 celsius, time 72 hour. The product is ClC=1C(=NC=C(C(=O)NC2=CC=C(C=C2)OC(F)(F)F)C1)C (5-Chloro-6-methyl-N-(4-(trifluoromethoxy)phenyl)nicotinamide). As a reaction SMILES: [Cl:1][C:2]1[C:3](Cl)=[N:4][CH:5]=[C:6]([CH:21]=1)[C:7]([NH:9][C:10]1[CH:15]=[CH:14][C:13]([O:16][C:17]([F:20])([F:19])[F:18])=[CH:12][CH:11]=1)=[O:8].[C:23]([O-])([O-])=O.[K+].[K+]>C1C=CC([P]([Pd]([P](C2C=CC=CC=2)(C2C=CC=CC=2)C2C=CC=CC=2)([P](C2C=CC=CC=2)(C2C=CC=CC=2)C2C=CC=CC=2)[P](C2C=CC=CC=2)(C2C=CC=CC=2)C2C=CC=CC=2)(C2C=CC=CC=2)C2C=CC=CC=2)=CC=1.O1CCOCC1>[Cl:1][C:2]1[C:3]([CH3:23])=[N:4][CH:5]=[C:6]([CH:21]=1)[C:7]([NH:9][C:10]1[CH:15]=[CH:14][C:13]([O:16][C:17]([F:20])([F:19])[F:18])=[CH:12][CH:11]=1)=[O:8] |f:1.2.3,^1:32,34,53,72|. Procedure: 5,6-dichloro-N-(4-(trifluoromethoxy)phenyl)nicotinamide (Stage 43.2, 500 mg, 1.424 mmol), trimethylboroxime (179 mg, 1.424 mmol), Pd(PPh3)4, (165 mg, 0.142 mmol), K2CO3 (295 mg, 2.136 mmol) and dioxane (4069 μL) were added to a vial, which was sealed, evacuated/purged with argon and the RM was stirred at 110° C. for 72 h. The RM was filtered through a pad of Celite®, which was washed with EtOAc. The combined filtrates were evaporated to dryness under reduced pressure and the residue was purified... Reactants: FC=1C=C2C(=NC1)C(=NN2C)C2=CC=C(C=C2)O (4-(6-fluoro-1-methyl-1H-pyrazolo[4,3-b]pyridin-3-yl)phenol), [H-].[Na+] (NaH), O (water), CN1C(=NC=2C1=NC=CC2)S(=O)(=O)C (3-methyl-2-(methylsulfonyl)-3H-imidazo[4,5-b]pyridine). The solvent is CN(C)C=O (DMF). Conditions: time 30 minute. Product: FC=1C=C2C(=NC1)C(=NN2C)C2=CC=C(C=C2)OC2=NC=1C(=NC=CC1)N2C (6-Fluoro-1-methyl-3-{4-[(3-methyl-3H-imidazo[4,5-b]pyridin-2-yl)oxy]phenyl}-1H-pyrazolo[4,3-b]pyridine). Yield: 43.4%. As a reaction SMILES: [F:1][C:2]1[CH:3]=[C:4]2[N:10]([CH3:11])[N:9]=[C:8]([C:12]3[CH:17]=[CH:16][C:15]([OH:18])=[CH:14][CH:13]=3)[C:5]2=[N:6][CH:7]=1.[H-].[Na+].[CH3:21][N:22]1[C:26]2=[N:27][CH:28]=[CH:29][CH:30]=[C:25]2[N:24]=[C:23]1S(C)(=O)=O.O>CN(C=O)C>[F:1][C:2]1[CH:3]=[C:4]2[N:10]([CH3:11])[N:9]=[C:8]([C:12]3[CH:17]=[CH:16][C:15]([O:18][C:23]4[N:22]([CH3:21])[C:26]5=[N:27][CH:28]=[CH:29][CH:30]=[C:25]5[N:24]=4)=[CH:14][CH:13]=3)[C:5]2=[N:6][CH:7]=1 |f:1.2|. Procedure details: To a stirred solution of 4-(6-fluoro-1-methyl-1H-pyrazolo[4,3-b]pyridin-3-yl)phenol (120 mg) in DMF (4 mL) was added NaH (60% in oil, 11.84 mg) at room temperature. The mixture was stirred at room temperature for 30 min, and then 3-methyl-2-(methylsulfonyl)-3H-imidazo[4,5-b]pyridine (104 mg) was added. The mixture was exposed to microwave irradiation at 180° C. for 30 min, treated with water, and extracted with AcOEt. The organic layer was dried over MgSO4 and concentrated under reduced pressure... Reactants: CC(C)(C)OC(=O)NCCCCC(=O)O, Nc1cc(C(=O)O)ccc1Cl. The product is CC(C)(C)OC(=O)NCCCCC(=O)Nc1cc(C(=O)O)ccc1Cl. As a reaction SMILES: [C:1]([CH3:2])([CH3:3])([CH3:4])[O:5][C:6](=[O:7])[NH:8][CH2:9][CH2:10][CH2:11][CH2:12][C:13](=[O:14])[OH:15].[NH2:16][c:17]1[cH:18][c:19]([C:20](=[O:21])[OH:22])[cH:23][cH:24][c:25]1[Cl:26]>>[C:1]([CH3:2])([CH3:3])([CH3:4])[O:5][C:6](=[O:7])[NH:8][CH2:9][CH2:10][CH2:11][CH2:12][C:13](=[O:15])[NH:16][c:17]1[cH:18][c:19]([C:20](=[O:21])[OH:22])[cH:23][cH:24][c:25]1[Cl:26].